Dataset: the Open Reaction Database (ORD), a public repository of structured organic reaction records. Task: describe an organic reaction: reactants, conditions, products, and yield The reactants are C1=CC=CC=2C3=CC=CC=C3C(C12)COC(=O)N[C@@H](C(=O)OC(C)(C)C)CC=1C=NC=NC1C1=C(C=CC=C1)C ((2R)-tert-butyl 2-(((9H-fluoren-9-yl)methoxy)carbonylamino)-3-(6-o-tolylpyrimidin-5-yl)propanoate), [Cl-].[Ca+2].[Cl-] (calcium chloride). Solvent: C(=O)(C(F)(F)F)O (TFA). Reaction conditions: time 4 hour. Product: Cl.C1=CC=CC=2C3=CC=CC=C3C(C12)COC(=O)N[C@@H](C(=O)O)CC=1C=NC=NC1C1=C(C=CC=C1)C ((2R)-2-(((9H-Fluoren-9-yl)methoxy)carbonylamino)-3-(6-o-tolylpyrimidin-5-yl)propanoic acid hydrochloride). Yield: 98.0%. Reaction SMILES: [CH:1]1[C:13]2[CH:12]([CH2:14][O:15][C:16]([NH:18][C@H:19]([CH2:27][C:28]3[CH:29]=[N:30][CH:31]=[N:32][C:33]=3[C:34]3[CH:39]=[CH:38][CH:37]=[CH:36][C:35]=3[CH3:40])[C:20]([O:22]C(C)(C)C)=[O:21])=[O:17])[C:11]3[C:6](=[CH:7][CH:8]=[CH:9][CH:10]=3)[C:5]=2[CH:4]=[CH:3][CH:2]=1.[Cl-:41].[Ca+2].[Cl-]>C(O)(C(F)(F)F)=O>[ClH:41].[CH:10]1[C:11]2[CH:12]([CH2:14][O:15][C:16]([NH:18][C@H:19]([CH2:27][C:28]3[CH:29]=[N:30][CH:31]=[N:32][C:33]=3[C:34]3[CH:39]=[CH:38][CH:37]=[CH:36][C:35]=3[CH3:40])[C:20]([OH:22])=[O:21])=[O:17])[C:13]3[C:5](=[CH:4][CH:3]=[CH:2][CH:1]=3)[C:6]=2[CH:7]=[CH:8][CH:9]=1 |f:1.2.3,5.6|. Procedure details: A solution of 290 mg (0.54 mmol) of (2R)-tert-butyl 2-(((9H-fluoren-9-yl)methoxy)carbonylamino)-3-(6-o-tolylpyrimidin-5-yl)propanoate in TFA (2.7 mL), protected from the atmosphere by a calcium chloride-filled drying tube was stirred at room temperature for 4 hours. The reaction mixture was concentrated in vacuo at less than 40° C. and the resulting orange oil was redissolved in toluene twice and evaporated to give the title compound as a white powder, 255 mg, 98% yield. Reactants: C(#N)CC1=C(C=C(C=C1)N1C(C=2C(C1=O)=CC=CC2)=O)F (N-(4-cyanomethyl-3-fluorophenyl)phthalimide). Run in CO (methanol), O.NN (hydrazine monohydrate). The product is C(#N)CC1=C(C=C(N)C=C1)F (4-cyanomethyl-3-fluoroaniline). Yield: 76.3%. Reaction SMILES: [C:1]([CH2:3][C:4]1[CH:9]=[CH:8][C:7]([N:10]2C(=O)C3=CC=CC=C3C2=O)=[CH:6][C:5]=1[F:21])#[N:2]>CO.O.NN>[C:1]([CH2:3][C:4]1[CH:9]=[CH:8][C:7]([NH2:10])=[CH:6][C:5]=1[F:21])#[N:2] |f:2.3|. Reported procedure: To a solution of the compound (164 mg) obtained in Example 250 in methanol (5 ml), hydrazine monohydrate (0.057 ml) was added and heated under reflux for 3 h. The reaction mixture was concentrated under reduced pressure and the resulting residue was purified by silica gel column chromatography (eluent, n-hexane:ethyl acetate=6:4) to give 67 mg of the titled compound (yield, 76%). Reactants: C(C)(C)(C)C1=CC=C(C(=O)Cl)C=C1 (4-tert-butyl benzoyl chloride), N1=CC=CC=C1 (Pyridine), CC(C(C(=O)OC)NC(=O)C=1SC=C(N1)C1=CC=C(C=C1)[N+](=O)[O-])C (Methyl 3-methyl-2-(4-(4-nitrophenyl)thiazole-2-carboxamido)butanoate), CC(C(C(=O)OC)NC(=O)C=1SC=C(N1)C1=CC=C(C=C1)[N+](=O)[O-])C (Methyl 3-methyl-2-(4-(4-nitrophenyl)thiazole-2-carboxamido)butanoate). Solvent: C(Cl)Cl (DCM). Run at time 5 minute. Product: C(C)(C)(C)C1=CC=C(C(=O)NC2=CC=C(C=C2)C=2N=C(SC2)C(=O)NC(C(=O)OC)C(C)C)C=C1 (Methyl 2-(4-(4-(4-tert-butylbenzamido)phenyl)thiazole-2-carboxamido)-3-methylbutanoate). As a reaction SMILES: N1C=CC=CC=1.[CH3:7][CH:8]([CH3:31])[CH:9]([NH:14][C:15]([C:17]1[S:18][CH:19]=[C:20]([C:22]2[CH:27]=[CH:26][C:25]([N+:28]([O-])=O)=[CH:24][CH:23]=2)[N:21]=1)=[O:16])[C:10]([O:12][CH3:13])=[O:11].[C:32]([C:36]1[CH:44]=[CH:43][C:39]([C:40](Cl)=[O:41])=[CH:38][CH:37]=1)([CH3:35])([CH3:34])[CH3:33]>C(Cl)Cl>[C:32]([C:36]1[CH:37]=[CH:38][C:39]([C:40]([NH:28][C:25]2[CH:26]=[CH:27][C:22]([C:20]3[N:21]=[C:17]([C:15]([NH:14][CH:9]([CH:8]([CH3:31])[CH3:7])[C:10]([O:12][CH3:13])=[O:11])=[O:16])[S:18][CH:19]=3)=[CH:23][CH:24]=2)=[O:41])=[CH:43][CH:44]=1)([CH3:35])([CH3:33])[CH3:34]. Procedure: Pyridine (0.22 ml) was added to methyl-2-(4-(4-aminophenyl)thiazole-2-carboxamido)-3-methylbutanoate (Intermediate 3, 300 mg) in DCM (4 ml) and the reaction mixture was stirred for 5 minutes. 4-tert-butyl benzoyl chloride (230 mg) was added and reaction mixture was stirred for 16 hours at RT. Organic solvent was concentrated to obtain a sticky solid, which was purified by column chromatography (silica gel, EtOAc-petroleum ether) to obtain title compound as solid. Yield: 235 mg (53%). 1H NMR (DMS...